This data is from the Open Reaction Database (ORD), a public repository of structured organic reaction records. The task is: describe an organic reaction: reactants, conditions, products, and yield Reactants: C(C1=CC=CC=C1)NC(=O)C1=C2CC(C(C2=CC=C1)=O)Br (4-benzylcarbamoyl-2-bromo-1-indanone), C(C)OC(=O)C=1NC=CN1 (2-ethoxycarbonylimidazole), C(C1=CC=CC=C1)NC(=O)C1=C2CC(C(C2=CC=C1)=O)C=1NC=C(N1)C(=O)OCC (4-Benzylcarbamoyl-2-(ethoxycarbonylimidazolyl)-1-indanone). Solvent: C1(=CC=CC=C1)C (toluene). Yields the product C(C1=CC=CC=C1)NC(=O)C1=C2CC(C(C2=CC=C1)=O)C=1N=C(NC1)C(=O)OCC (4-benzylcarbamoyl-2-(2-ethoxycarbonylimidazolyl)-1-indanone). RXN SMILES: [CH2:1]([NH:8][C:9]([C:11]1[CH:19]=[CH:18][CH:17]=[C:16]2[C:12]=1[CH2:13][CH:14](C1NC=C(C(OCC)=O)N=1)[C:15]2=[O:20])=[O:10])[C:2]1[CH:7]=[CH:6][CH:5]=[CH:4][CH:3]=1.C(NC(C1C=CC=C2C=1CC(Br)C2=O)=O)C1C=CC=CC=1.[CH2:52]([O:54][C:55]([C:57]1[NH:58][CH:59]=[CH:60][N:61]=1)=[O:56])[CH3:53]>C1(C)C=CC=CC=1>[CH2:1]([NH:8][C:9]([C:11]1[CH:19]=[CH:18][CH:17]=[C:16]2[C:12]=1[CH2:13][CH:14]([C:59]1[N:58]=[C:57]([C:55]([O:54][CH2:52][CH3:53])=[O:56])[NH:61][CH:60]=1)[C:15]2=[O:20])=[O:10])[C:2]1[CH:7]=[CH:6][CH:5]=[CH:4][CH:3]=1. Procedure: 4-Benzylcarbamoyl-2-(ethoxycarbonylimidazolyl)-1-indanone can be prepared in the following way: a mixture of 0.5 g of 4-benzylcarbamoyl-2-bromo-1-indanone, 0.37 g of 2-ethoxycarbonylimidazole and 10 ml of toluene is heated at reflux for 12 hours. The reaction mixture is concentrated on a rotary evaporator. Dichloromethane is added to the evaporation residue, filtration is carried out and the filtrate is washed with distilled water, dried over sodium sulphate and evaporated on a rotary evaporator... Reactants: IC1=CC=C(C#N)C=C1 (4-Iodobenzonitrile), C=CC1=CC=CC=C1 (styrene). The product is C(#N)C1=CC=C(C=C1)\C=C\C1=CC=CC=C1 ((E)-4-cyanostilbene). As a reaction SMILES: I[C:2]1[CH:9]=[CH:8][C:5]([C:6]#[N:7])=[CH:4][CH:3]=1.[CH2:10]=[CH:11][C:12]1[CH:17]=[CH:16][CH:15]=[CH:14][CH:13]=1>>[C:6]([C:5]1[CH:8]=[CH:9][C:2](/[CH:10]=[CH:11]/[C:12]2[CH:17]=[CH:16][CH:15]=[CH:14][CH:13]=2)=[CH:3][CH:4]=1)#[N:7]. Reported procedure: 4-Iodobenzonitrile (57 mg, 0.25 mmol) and styrene (43 μL, 0.375 mmol) were coupled using the procedure described above to give 63% conversion to (E)-4-cyanostilbene by GC analysis. Reactants: COC(C1=CC(=C(C=C1)OCCCCCCCCCCCCCC)OC)=O (3-Methoxy-4-(tetradecyloxy)benzoic acid methyl ester), CO (methyl alcohol), C(C)O (ethyl alcohol), [OH-].[K+] (potassium hydroxide). Solvent: O (water). The product is COC=1C=C(C(=O)O)C=CC1OCCCCCCCCCCCCCC (3-Methoxy-4-(tetradecyloxy)benzoic acid). Yield: 83.1%. Reaction SMILES: C[O:2][C:3](=[O:27])[C:4]1[CH:9]=[CH:8][C:7]([O:10][CH2:11][CH2:12][CH2:13][CH2:14][CH2:15][CH2:16][CH2:17][CH2:18][CH2:19][CH2:20][CH2:21][CH2:22][CH2:23][CH3:24])=[C:6]([O:25][CH3:26])[CH:5]=1.CO.C(O)C.[OH-].[K+]>O>[CH3:26][O:25][C:6]1[CH:5]=[C:4]([CH:9]=[CH:8][C:7]=1[O:10][CH2:11][CH2:12][CH2:13][CH2:14][CH2:15][CH2:16][CH2:17][CH2:18][CH2:19][CH2:20][CH2:21][CH2:22][CH2:23][CH3:24])[C:3]([OH:27])=[O:2] |f:3.4|. Procedure details: The title compound is prepared by the procedure of Example 32 using 40 g of the product from Example 46, 320 ml of methyl alcohol, 125 ml ethyl alcohol, 20 ml of water and 17.8 g of potassium hydroxide. The residue is recrystallized from chloroform/hexane to give 32 g of the desired product as white crystals. The reactants are BrC=1C=C(N)C=CC1 (3-bromoaniline), ClCC(=O)OC (methyl chloroacetate), O.O.O.C(C)(=O)[O-].[Na+] (sodium acetate trihydrate), CO (methanol). The solvent is O (water). The product is COC(CNC1=CC(=CC=C1)Br)=O (N-(3-Bromophenyl)glycine methyl ester). Reaction SMILES: [Br:1][C:2]1[CH:3]=[C:4]([CH:6]=[CH:7][CH:8]=1)[NH2:5].Cl[CH2:10][C:11]([O:13][CH3:14])=[O:12].O.O.O.C([O-])(=O)C.[Na+].CO>O>[CH3:14][O:13][C:11](=[O:12])[CH2:10][NH:5][C:4]1[CH:6]=[CH:7][CH:8]=[C:2]([Br:1])[CH:3]=1 |f:2.3.4.5.6|. Procedure details: A mixture of 3-bromoaniline (88.6 g), methyl chloroacetate (44 ml), sodium acetate trihydrate (114 g) and methanol (70 ml) was heated under reflux for 18 h. The mixture was poured into water (500 ml) and extracted with dichloromethane (3×250 ml). The combined, dried organic extracts were evaporated and the residue was treated with 10% concentrated sulphuric acid in methanol (250 ml). After 3 h the solution was poured carefully into 8% sodium bicarbonate (1200 ml). The resulting solid was filtere... The product is COc1nccnc1NCC1CCN(C(=O)OCc2ccccc2)CC1. Starting materials: O=C(OCc1ccccc1)N1CCC(CNc2nccnc2Cl)CC1, C[O-], CO, [Na+]. Reaction SMILES: [CH2:1]([c:2]1[cH:3][cH:4][cH:5][cH:6][cH:7]1)[O:8][C:9](=[O:10])[N:11]1[CH2:12][CH2:13][CH:14]([CH2:17][NH:18][c:19]2[n:20][cH:21][cH:22][n:23][c:24]2[Cl:25])[CH2:15][CH2:16]1.[CH3:26][O-:27].[CH3:29][OH:30].[Na+:28]>>[CH2:1]([c:2]1[cH:3][cH:4][cH:5][cH:6][cH:7]1)[O:8][C:9](=[O:10])[N:11]1[CH2:12][CH2:13][CH:14]([CH2:17][NH:18][c:19]2[n:20][cH:21][cH:22][n:23][c:24]2[O:27][CH3:26])[CH2:15][CH2:16]1. The reactants are BrBr (bromine), BrBr (bromine), O (water), S(=O)([O-])[O-].[Na+].[Na+] (sodium sulfite), C(C)C(CC)NC1=CC=CC=2C(C3=CC=CC=C3C(C12)=O)=O (1-(1-ethylpropylamino) anthraquinone), BrBr (bromine). Solvent: C(C)(=O)O (acetic acid), C(C)(=O)O (acetic acid). Conditions: time 0.5 hour. Product: C(C)C(CC)NC1=CC=C(C=2C(C3=CC=CC=C3C(C12)=O)=O)Br (1-(1-ethylpropylamino)-4-bromanthraquinone). Reaction SMILES: [CH2:1]([CH:3]([NH:6][C:7]1[C:20]2[C:19](=[O:21])[C:18]3[C:13](=[CH:14][CH:15]=[CH:16][CH:17]=3)[C:12](=[O:22])[C:11]=2[CH:10]=[CH:9][CH:8]=1)[CH2:4][CH3:5])[CH3:2].O.S([O-])([O-])=O.[Na+].[Na+].[Br:30]Br>C(O)(=O)C>[CH2:1]([CH:3]([NH:6][C:7]1[C:20]2[C:19](=[O:21])[C:18]3[C:13](=[CH:14][CH:15]=[CH:16][CH:17]=3)[C:12](=[O:22])[C:11]=2[C:10]([Br:30])=[CH:9][CH:8]=1)[CH2:4][CH3:5])[CH3:2] |f:2.3.4|. Reported procedure: EPAQ (20.02 g) was dissolved in hot acetic acid. In a separate flask, bromine (12.03 g) was dissolved in acetic acid (ca. 10 mL). The bromine solution was slowly added to the dye solution. The reaction was allowed to proceed for 1/2 hour, with occasional shaking. The reaction mixture was poured into water (600 mL), and aqueous sodium sulfite was added to discharge the bromine. The aqueous solution was decanted off. The solid was dissolved in methylene chloride and then concentrated and slowly ad...